This data is from the Open Reaction Database (ORD), a public repository of structured organic reaction records. The task is: describe an organic reaction: reactants, conditions, products, and yield Reactants: CS(=O)C1=NN2C(C=N1)=CC=C2C2=C(C=CC=C2)OC (2-methanesulfinyl-7-(2-methoxy-phenyl)-pyrrolo[2,1-f][1,2,4]triazine), NC1=CC2=C(N(C(CO2)=O)C)C=C1 (7-amino-4-methyl-4H-benzo[1,4]oxazin-3-one). Yields the product COC1=C(C=CC=C1)C1=CC=C2C=NC(=NN21)NC2=CC1=C(N(C(CO1)=O)C)C=C2 (7-[7-(2-methoxy-phenyl)-pyrrolo[2,1-f][1,2,4]triazin-2-ylamino]-4-methyl-4H-benzo[1,4]oxazin-3-one). Reaction SMILES: CS([C:4]1[N:9]=[CH:8][C:7]2=[CH:10][CH:11]=[C:12]([C:13]3[CH:18]=[CH:17][CH:16]=[CH:15][C:14]=3[O:19][CH3:20])[N:6]2[N:5]=1)=O.[NH2:21][C:22]1[CH:33]=[CH:32][C:25]2[N:26]([CH3:31])[C:27](=[O:30])[CH2:28][O:29][C:24]=2[CH:23]=1>>[CH3:20][O:19][C:14]1[CH:15]=[CH:16][CH:17]=[CH:18][C:13]=1[C:12]1[N:6]2[C:7]([CH:8]=[N:9][C:4]([NH:21][C:22]3[CH:33]=[CH:32][C:25]4[N:26]([CH3:31])[C:27](=[O:30])[CH2:28][O:29][C:24]=4[CH:23]=3)=[N:5]2)=[CH:10][CH:11]=1. Procedure: The titled compound was prepared in analogous fashion as Example 113 using 2-methanesulfinyl-7-(2-methoxy-phenyl)-pyrrolo[2,1-f][1,2,4]triazine and 7-amino-4-methyl-4H-benzo[1,4]oxazin-3-one to give 7-[7-(2-methoxy-phenyl)-pyrrolo[2,1-f][1,2,4]triazin-2-ylamino]-4-methyl-4H-benzo[1,4]oxazin-3-one as a pale yellow foam. LCMS (E/I+) 402 (M+H). 1H NMR (400 MHz, CDCl3) δ 8.69 (s, 1H), 7.75 (dd, 1H, J=1.5, 7.5 Hz), 7.64 (s, 1H), 7.41 (td, 1H, J=2, 8.2 Hz), 7.05 (m, 2H), 6.94 (d, 1H, J=4.6 Hz), 6.86 (...